This data is from the Open Reaction Database (ORD), a public repository of structured organic reaction records. The task is: describe an organic reaction: reactants, conditions, products, and yield Reactants: O=C(n1ccnc1)n1ccnc1, CCN1CCOCC1, CN(C)C=O, CC(C)(C)OC(=O)NCCCCC(NC(=O)C1CCCC1)C(=O)NC(Cc1cccs1)C(=O)O, CC(C)(NC(=O)CCS)C(=O)O. Yields the product CC(C)(C)OC(=O)NCCCCC(NC(=O)C1CCCC1)C(=O)NC(Cc1cccs1)C(=O)SCCC(=O)NC(C)(C)C(=O)O. As a reaction SMILES: [C:35]([n:36]1[cH:37][cH:38][n:39][cH:40]1)([n:41]1[cH:42][cH:43][n:44][cH:45]1)=[O:46].[CH2:59]([N:60]1[CH2:61][CH2:62][O:63][CH2:64][CH2:65]1)[CH3:66].[CH3:67][N:68]([CH3:69])[CH:70]=[O:71].[CH:1]1([C:6](=[O:7])[NH:8][CH:9]([CH2:10][CH2:11][CH2:12][CH2:13][NH:14][C:15](=[O:16])[O:17][C:18]([CH3:19])([CH3:20])[CH3:21])[C:22](=[O:23])[NH:24][CH:25]([CH2:26][c:27]2[s:28][cH:29][cH:30][cH:31]2)[C:32](=[O:33])[OH:34])[CH2:2][CH2:3][CH2:4][CH2:5]1.[SH:47][CH2:48][CH2:49][C:50](=[O:51])[NH:52][C:53]([C:54](=[O:55])[OH:56])([CH3:57])[CH3:58]>>[CH:1]1([C:6](=[O:7])[NH:8][CH:9]([CH2:10][CH2:11][CH2:12][CH2:13][NH:14][C:15](=[O:16])[O:17][C:18]([CH3:19])([CH3:20])[CH3:21])[C:22](=[O:23])[NH:24][CH:25]([CH2:26][c:27]2[s:28][cH:29][cH:30][cH:31]2)[C:32](=[O:33])[S:47][CH2:48][CH2:49][C:50](=[O:51])[NH:52][C:53]([C:54](=[O:55])[OH:56])([CH3:57])[CH3:58])[CH2:2][CH2:3][CH2:4][CH2:5]1. Reaction SMILES: [CH3:20][OH:21].[Na+:18].[OH-:17].[OH2:19].[OH:1][CH2:2][CH2:3][N:4]([c:5]1[cH:6][cH:7][c:8]([C:9](=[O:10])[O:11][CH2:12][CH3:13])[cH:14][cH:15]1)[CH3:16]>>[OH:1][CH2:2][CH2:3][N:4]([c:5]1[cH:6][cH:7][c:8]([C:9](=[O:10])[OH:11])[cH:14][cH:15]1)[CH3:16]. Yields the product CN(CCO)c1ccc(C(=O)O)cc1. Starting materials: CO, [Na+], [OH-], O, CCOC(=O)c1ccc(N(C)CCO)cc1. Starting materials: COC(=O)c1sc(-c2ccc(Cl)cc2)cc1NC(=O)OC(C)(C)C, CCO, Cl, [K+], [OH-], O. Yields the product CC(C)(C)OC(=O)Nc1cc(-c2ccc(Cl)cc2)sc1C(=O)O. Reaction SMILES: [CH3:1][O:2][C:3](=[O:4])[c:5]1[s:6][c:7](-[c:18]2[cH:19][cH:20][c:21]([Cl:24])[cH:22][cH:23]2)[cH:8][c:9]1[NH:10][C:11](=[O:12])[O:13][C:14]([CH3:15])([CH3:16])[CH3:17].[CH3:27][CH2:28][OH:29].[ClH:31].[K+:26].[OH-:25].[OH2:30]>>[O:2]=[C:3]([OH:4])[c:5]1[s:6][c:7](-[c:18]2[cH:19][cH:20][c:21]([Cl:24])[cH:22][cH:23]2)[cH:8][c:9]1[NH:10][C:11](=[O:12])[O:13][C:14]([CH3:15])([CH3:16])[CH3:17]. Isolated yield 47.9%. Reactants: Cl.Cl.NC=1C=CC2=C(N=C(S2)C)C1 (5-Amino-2-methylbenzothiazole dihydrochloride), C([O-])(O)=O.[Na+] (sodium bicarbonate), N#CN (cyanamide), [N+](=O)(O)[O-] (nitric acid). Reported procedure: 5-Amino-2-methylbenzothiazole dihydrochloride (2.50 g, 10.54 mmol) was partitioned between dichloromethane and saturated aqueous sodium bicarbonate solution. The organic phase was dried (MgSO4) and evaporated to afford the free base which was dissolved in ethanol (5 ml). A solution of cyanamide (660 mg, 15.71 mmol) in water (1 ml) was added followed by concentrated nitric acid (69%, 0.68 ml, 10.54 mmol) and the resulting mixture was refluxed for 18 h. The solid which formed on cooling to room te... Run in ClCCl (dichloromethane), O (water), C(C)O (ethanol). As a reaction SMILES: Cl.Cl.[NH2:3][C:4]1[CH:5]=[CH:6][C:7]2[S:11][C:10]([CH3:12])=[N:9][C:8]=2[CH:13]=1.C(=O)(O)[O-].[Na+].[N:19]#[C:20][NH2:21].[N+:22]([O-:25])([OH:24])=[O:23]>C(O)C.O.ClCCl>[N+:22]([O-:25])([OH:24])=[O:23].[NH:3]([C:4]1[CH:5]=[CH:6][C:7]2[S:11][C:10]([CH3:12])=[N:9][C:8]=2[CH:13]=1)[C:20]([NH2:21])=[NH:19] |f:0.1.2,3.4,10.11|. Product: [N+](=O)(O)[O-].N(C(=N)N)C=1C=CC2=C(N=C(S2)C)C1 (5-Guanidino-2-methylbenzothiazole nitrate). The reactants are [H-].[Na+] (sodium hydride), C(C1=CC=CC=C1)NC(C1=CN=CC=C1C1=C(C=C(C=C1)Cl)F)=O (N-benzyl-4-(4-chloro-2-fluorophenyl)nicotinamide). Run in C1CCOC1 (THF), C1CCOC1 (THF). Conditions: temperature 0 celsius, time 1 hour. Yields the product C(C1=CC=CC=C1)N1C(C2=CN=CC=C2C2=C1C=C(C=C2)Cl)=O (6-benzyl-8-chlorobenzo[c][2,7]naphthyridin-5(6H)-one). Isolated yield 100.3%. As a reaction SMILES: [H-].[Na+].[CH2:3]([NH:10][C:11](=[O:26])[C:12]1[C:17]([C:18]2[CH:23]=[CH:22][C:21]([Cl:24])=[CH:20][C:19]=2F)=[CH:16][CH:15]=[N:14][CH:13]=1)[C:4]1[CH:9]=[CH:8][CH:7]=[CH:6][CH:5]=1>C1COCC1>[CH2:3]([N:10]1[C:19]2[CH:20]=[C:21]([Cl:24])[CH:22]=[CH:23][C:18]=2[C:17]2[C:12](=[CH:13][N:14]=[CH:15][CH:16]=2)[C:11]1=[O:26])[C:4]1[CH:9]=[CH:8][CH:7]=[CH:6][CH:5]=1 |f:0.1|. Procedure details: To a suspension of sodium hydride (96 mg, 3.99 mmol) in THF (13 mL) at 0° C. was added a solution of N-benzyl-4-(4-chloro-2-fluorophenyl)nicotinamide (680 mg, 1.995 mmol) in THF (10 mL) dropwise over a period of 10 min. The reaction mixture was stirred at 0° C. for 1 h and then warmed to room temperature and stirred for another 1 h. The reaction mixture was then treated with ice and extracted with ethyl acetate (3×5 mL). The combined organic layers were washed with brine (1×5 mL), dried (Na2SO4)... Starting materials: C=CC(=O)Cl, CN1CCOCC1, CCOC(C)=O, COc1cc2ncc(C#N)c(Nc3cccc(Br)c3)c2cc1N, C1CCOC1. The product is C=CC(=O)Nc1cc2c(Nc3cccc(Br)c3)c(C#N)cnc2cc1OC. RXN SMILES: [C:31]([CH:32]=[CH2:33])(=[O:34])[Cl:35].[CH3:24][N:25]1[CH2:26][CH2:27][O:28][CH2:29][CH2:30]1.[CH3:41][CH2:42][O:43][C:44](=[O:45])[CH3:46].[NH2:1][c:2]1[cH:3][c:4]2[c:5]([NH:16][c:17]3[cH:18][c:19]([Br:23])[cH:20][cH:21][cH:22]3)[c:6]([C:14]#[N:15])[cH:7][n:8][c:9]2[cH:10][c:11]1[O:12][CH3:13].[O:36]1[CH2:37][CH2:38][CH2:39][CH2:40]1>>[NH:1]([c:2]1[cH:3][c:4]2[c:5]([NH:16][c:17]3[cH:18][c:19]([Br:23])[cH:20][cH:21][cH:22]3)[c:6]([C:14]#[N:15])[cH:7][n:8][c:9]2[cH:10][c:11]1[O:12][CH3:13])[C:31]([CH:32]=[CH2:33])=[O:34].